Dataset: the Open Reaction Database (ORD), a public repository of structured organic reaction records. Task: describe an organic reaction: reactants, conditions, products, and yield Starting materials: BrC=1C=C(C(=NC1)C#N)F (5-bromo-3-fluoropyridin-2-carbonitrile), CC1=C(CN2C=CC3=CC=C(C=C23)C(=O)O)C(=CC=C1)C (1-(2,6-dimethylbenzyl)-1H-indole-6-carboxylic acid), C(C)[Mg]Cl (ethylmagnesium chloride), C(C1=CC=CC=C1)N1C=CC2=CC=C(C=C12)C(=O)O (1-benzyl-1H-indole-6-carboxylic acid). The product is BrC=1C=C2C(=NC1)C(=NN2)CC (6-bromo-3-ethyl-1H-pyrazolo[4,3-b]pyridine). RXN SMILES: [Br:1][C:2]1[CH:3]=[C:4](F)[C:5]([C:8]#[N:9])=[N:6][CH:7]=1.[CH2:11]([Mg]Cl)[CH3:12].C([N:22]1C2C(=CC=C(C(O)=O)C=2)C=C1)C1C=CC=CC=1.CC1C=CC=C(C)C=1CN1C2C(=CC=C(C(O)=O)C=2)C=C1>>[Br:1][C:2]1[CH:3]=[C:4]2[NH:22][N:9]=[C:8]([CH2:11][CH3:12])[C:5]2=[N:6][CH:7]=1. Reported procedure: The titled compound (225 mg) as a white solid was prepared from 5-bromo-3-fluoropyridin-2-carbonitrile (201 mg) obtained by the method described in the document (Journal of Organic Chemistry, 2009, Vol. 74, p. 4547) and ethylmagnesium chloride according to the methods of the processes (1) and (2) of Example 153. Reactants: O=C(Cl)c1ccc(Cl)nc1, Nc1nc(-c2ccco2)c(N2CCOCC2)s1, c1ccncc1. Yields the product O=C(Nc1nc(-c2ccco2)c(N2CCOCC2)s1)c1ccc(Cl)nc1. As a reaction SMILES: [Cl:18][c:19]1[n:20][cH:21][c:22]([C:23](=[O:24])[Cl:25])[cH:26][cH:27]1.[NH2:1][c:2]1[s:3][c:4]([N:12]2[CH2:13][CH2:14][O:15][CH2:16][CH2:17]2)[c:5](-[c:7]2[o:8][cH:9][cH:10][cH:11]2)[n:6]1.[cH:28]1[cH:29][cH:30][n:31][cH:32][cH:33]1>>[NH:1]([c:2]1[s:3][c:4]([N:12]2[CH2:13][CH2:14][O:15][CH2:16][CH2:17]2)[c:5](-[c:7]2[o:8][cH:9][cH:10][cH:11]2)[n:6]1)[C:23]([c:22]1[cH:21][n:20][c:19]([Cl:18])[cH:27][cH:26]1)=[O:24]. Procedure details: NaH (60% in mineral oil, 60 mg) was added to a stirred solution of 4-imidazolecarboxamide (obtained in Preparation 1) (167 mg) in DMF (3.5 ml), and the reaction mixture was stirred for 1.5 hours at 55° C. Ethyl 2-bromovalerate (0.153 ml) was added to this mixture, and the reaction mixture was stirred for 3 hours at 55-60° C. The reaction mixture was poured into water and extracted with ethyl acetate. The organic layer was washed with brine, dried over magnesium sulfate, and concentrated in vacuo... Conditions: temperature 55 celsius, time 1.5 hour. Reaction SMILES: [H-].[Na+].[NH:3]1[CH:7]=[C:6]([C:8]([NH2:10])=[O:9])[N:5]=[CH:4]1.Br[CH:12]([CH2:18][CH2:19][CH3:20])[C:13]([O:15][CH2:16][CH3:17])=[O:14].O>CN(C=O)C>[C:8]([C:6]1[N:5]=[CH:4][N:3]([CH:12]([CH2:18][CH2:19][CH3:20])[C:13]([O:15][CH2:16][CH3:17])=[O:14])[CH:7]=1)(=[O:9])[NH2:10] |f:0.1|. The product is C(N)(=O)C=1N=CN(C1)C(C(=O)OCC)CCC (ethyl 2-(4-carbamoyl-1-imidazolyl)valerate). Solvent: CN(C)C=O (DMF). Starting materials: O (water), [H-].[Na+] (NaH), N1C=NC(=C1)C(=O)N (4-imidazolecarboxamide), BrC(C(=O)OCC)CCC (Ethyl 2-bromovalerate). Reactants: CCOC(=O)CC#N, CC(=O)[O-], CC(=O)O, [NH4+], c1ccccc1, CC(=O)c1cccnc1. The product is CCOC(=O)C(C#N)=C(C)c1cccnc1. RXN SMILES: [C:10](#[N:11])[CH2:12][C:13](=[O:14])[O:15][CH2:16][CH3:17].[CH3:25][C:26](=[O:27])[O-:28].[CH3:29][C:30](=[O:31])[OH:32].[NH4+:24].[cH:18]1[cH:19][cH:20][cH:21][cH:22][cH:23]1.[n:1]1[cH:2][c:3]([C:7]([CH3:8])=[O:9])[cH:4][cH:5][cH:6]1>>[n:1]1[cH:2][c:3]([C:7]([CH3:8])=[C:12]([C:10]#[N:11])[C:13](=[O:14])[O:15][CH2:16][CH3:17])[cH:4][cH:5][cH:6]1. Starting materials: Clc1ccc2ncc(Br)n2c1, O=C([O-])[O-], OB(O)c1ccnc(Cl)c1, [Na+], [Na+], C1COCCO1, O. The product is Clc1ccc2ncc(-c3ccnc(Cl)c3)n2c1. As a reaction SMILES: [Br:1][c:2]1[cH:3][n:4][c:5]2[n:6]1[cH:7][c:8]([Cl:11])[cH:9][cH:10]2.[C:22](=[O:23])([O-:24])[O-:25].[Cl:12][c:13]1[n:14][cH:15][cH:16][c:17]([B:19]([OH:20])[OH:21])[cH:18]1.[Na+:26].[Na+:27].[O:28]1[CH2:29][CH2:30][O:31][CH2:32][CH2:33]1.[OH2:34]>>[c:2]1(-[c:17]2[cH:16][cH:15][n:14][c:13]([Cl:12])[cH:18]2)[cH:3][n:4][c:5]2[n:6]1[cH:7][c:8]([Cl:11])[cH:9][cH:10]2.